From a dataset of the Open Reaction Database (ORD), a public repository of structured organic reaction records. describe an organic reaction: reactants, conditions, products, and yield Reactants: ClC1=NC=CC(=N1)C1=C(N=C(S1)C1CCOCC1)C=1C=CC(=C(C1)NS(=O)(=O)C1=C(C=CC(=C1)F)F)F (N-{5-[5-(2-chloro-4-pyrimidinyl)-2-(tetrahydro-2H-pyran-4-yl)-1,3-thiazol-4-yl]-2-fluorophenyl}-2,5-difluorobenzenesulfonamide), C(C(C)C)N (isobutylamine). Yields the product FC1=C(C=C(C=C1)F)S(=O)(=O)NC1=C(C=CC(=C1)C=1N=C(SC1C1=NC(=NC=C1)NCC(C)C)C1CCOCC1)F (2,5-Difluoro-N-{2-fluoro-5-[5-{2-[(2-methylpropyl)amino]-4-pyrimidinyl}-2-(tetrahydro-2H-pyran-4-yl)-1,3-thiazol-4-yl]phenyl}benzenesulfonamide). RXN SMILES: Cl[C:2]1[N:7]=[C:6]([C:8]2[S:12][C:11]([CH:13]3[CH2:18][CH2:17][O:16][CH2:15][CH2:14]3)=[N:10][C:9]=2[C:19]2[CH:20]=[CH:21][C:22]([F:37])=[C:23]([NH:25][S:26]([C:29]3[CH:34]=[C:33]([F:35])[CH:32]=[CH:31][C:30]=3[F:36])(=[O:28])=[O:27])[CH:24]=2)[CH:5]=[CH:4][N:3]=1.[CH2:38]([NH2:42])[CH:39]([CH3:41])[CH3:40]>>[F:36][C:30]1[CH:31]=[CH:32][C:33]([F:35])=[CH:34][C:29]=1[S:26]([NH:25][C:23]1[CH:24]=[C:19]([C:9]2[N:10]=[C:11]([CH:13]3[CH2:18][CH2:17][O:16][CH2:15][CH2:14]3)[S:12][C:8]=2[C:6]2[CH:5]=[CH:4][N:3]=[C:2]([NH:42][CH2:38][CH:39]([CH3:41])[CH3:40])[N:7]=2)[CH:20]=[CH:21][C:22]=1[F:37])(=[O:28])=[O:27]. Reported procedure: Following a procedure analogous to the procedure described in Example 18, Step B using N-{5-[5-(2-chloro-4-pyrimidinyl)-2-(tetrahydro-2H-pyran-4-yl)-1,3-thiazol-4-yl]-2-fluorophenyl}-2,5-difluorobenzenesulfonamide (120 mg, 0.212 mmol) and isobutylamine (1.1 mL, 11 mmol) the title compound was obtained as a light orange solid (94 mg, 0.16 mmol, 74% yield). 1H NMR (400 MHz, DMSO-d6) δ ppm 10.81 (br. s., 1H), 7.83-8.30 (m, 1H), 7.43-7.71 (m, 3H), 7.30-7.43 (m, 3H), 7.15-7.30 (m, 1H), 5.97-6.36 (m, ...